Dataset: the Open Reaction Database (ORD), a public repository of structured organic reaction records. Task: describe an organic reaction: reactants, conditions, products, and yield The reactants are [Br-], C1CCOC1, CC(C)(C)[O-], Fc1cccc(C[P+](c2ccccc2)(c2ccccc2)c2ccccc2)c1, [K+], O, O=Cc1ccc2ccccc2c1. Yields the product Fc1cccc(C=Cc2ccc3ccccc3c2)c1. Reaction SMILES: [Br-:1].[CH2:48]1[O:49][CH2:50][CH2:51][CH2:52]1.[CH3:29][C:30]([CH3:31])([O-:32])[CH3:33].[F:2][c:3]1[cH:4][c:5]([CH2:6][P+:7]([c:8]2[cH:9][cH:10][cH:11][cH:12][cH:13]2)([c:14]2[cH:15][cH:16][cH:17][cH:18][cH:19]2)[c:20]2[cH:21][cH:22][cH:23][cH:24][cH:25]2)[cH:26][cH:27][cH:28]1.[K+:34].[OH2:47].[cH:35]1[c:36]([CH:45]=[O:46])[cH:37][cH:38][c:39]2[cH:40][cH:41][cH:42][cH:43][c:44]12>>[F:2][c:3]1[cH:4][c:5]([CH:6]=[CH:45][c:36]2[cH:35][c:44]3[c:39]([cH:38][cH:37]2)[cH:40][cH:41][cH:42][cH:43]3)[cH:26][cH:27][cH:28]1. Starting materials: CC(C)(C)OC(=O)NC(Cc1ccc([N+](=O)[O-])cc1)C(=O)O, O=C([O-])O, CI, CCOC(C)=O, [Na+], CN(C)C=O. The product is COC(=O)C(Cc1ccc([N+](=O)[O-])cc1)NC(=O)OC(C)(C)C. Reaction SMILES: [C:1]([CH3:2])([CH3:3])([CH3:4])[O:5][C:6](=[O:7])[NH:8][CH:9]([C:10](=[O:11])[OH:12])[CH2:13][c:14]1[cH:15][cH:16][c:17]([N+:20](=[O:21])[O-:22])[cH:18][cH:19]1.[C:23](=[O:24])([OH:25])[O-:26].[CH3:28][I:29].[CH3:35][CH2:36][O:37][C:38](=[O:39])[CH3:40].[Na+:27].[O:30]=[CH:31][N:32]([CH3:33])[CH3:34]>>[C:1]([CH3:2])([CH3:3])([CH3:4])[O:5][C:6](=[O:7])[NH:8][CH:9]([C:10](=[O:11])[O:12][CH3:23])[CH2:13][c:14]1[cH:15][cH:16][c:17]([N+:20](=[O:21])[O-:22])[cH:18][cH:19]1. RXN SMILES: [CH2:1]([N:3]1[CH2:26][CH2:25][C:6]2[N:7]([CH2:15][CH:16]([C:18]3[CH:23]=[CH:22][C:21]([CH3:24])=[CH:20][CH:19]=3)O)[C:8]3[CH:9]=[CH:10][C:11]([CH3:14])=[CH:12][C:13]=3[C:5]=2[CH2:4]1)[CH3:2].S(=O)(=O)(O)O.[OH-].[K+]>>[CH2:1]([N:3]1[CH2:26][CH2:25][C:6]2[N:7]([CH:15]=[CH:16][C:18]3[CH:19]=[CH:20][C:21]([CH3:24])=[CH:22][CH:23]=3)[C:8]3[CH:9]=[CH:10][C:11]([CH3:14])=[CH:12][C:13]=3[C:5]=2[CH2:4]1)[CH3:2] |f:2.3|. Reaction conditions: temperature 5 celsius. Product: C(C)N1CC2=C(N(C=3C=CC(=CC23)C)C=CC2=CC=C(C=C2)C)CC1 (2-(2-ethyl-1,2,3,4-tetrahydro-8-methylpyrido[4,3-b]indol-5-yl)-1-p-tolylethene). Procedure: 2-(2-Ethyl-1,2,3,4-tetrahydro-8-methylpyrido[4,3-b]indol-5-yl)-1-p-tolylethanol (1 equiv.) is refluxed with 25% sulfuric acid for 2 h. The reaction mixture is cooled to 5° C. with an ice-water bath. KOH (15% aq. solution) is added dropwise to the reaction mixture until pH 9-10 is achieved. The reaction mixture is extracted with EtOAc. The combined organic layers are washed with water followed by brine, dried over sodium sulfate and evaporated under vacuum. The crude product is purified by column... Reactants: C(C)N1CC2=C(N(C=3C=CC(=CC23)C)CC(O)C2=CC=C(C=C2)C)CC1 (2-(2-Ethyl-1,2,3,4-tetrahydro-8-methylpyrido[4,3-b]indol-5-yl)-1-p-tolylethanol), S(O)(O)(=O)=O (sulfuric acid), [OH-].[K+] (KOH).